Dataset: the Open Reaction Database (ORD), a public repository of structured organic reaction records. Task: describe an organic reaction: reactants, conditions, products, and yield The product is OC1=CC=C(C=C1)NC(CCCCCCCCCCCCCCCCC)=O (N-(4-Hydroxyphenyl) Stearamide). Run in O (water), C=1(C(=CC=CC1)C)C (xylene), O (water), C=1(C(=CC=CC1)C)C (xylene). Procedure: A 3-liter flask was charged with 218 grams (2 moles) of 4-aminophenol, 538 grams (1.9 moles) of stearic acid, 20 grams of p-toluenesulfonic acid, 300 ml of xylene and swept with nitrogen. The flask was fitted with a Dean-Stark trap for water removal and the contents heated with stirring to 220° C. with water and xylene removal for 2 hours. Twenty-eight milliliters of water were removed. The contents of the flask were cooled to 110° C. and poured into a polyethylene container, which was stripped ... RXN SMILES: [NH2:1][C:2]1[CH:7]=[CH:6][C:5]([OH:8])=[CH:4][CH:3]=1.[C:9](O)(=[O:27])[CH2:10][CH2:11][CH2:12][CH2:13][CH2:14][CH2:15][CH2:16][CH2:17][CH2:18][CH2:19][CH2:20][CH2:21][CH2:22][CH2:23][CH2:24][CH2:25][CH3:26].C1(C)C=CC(S(O)(=O)=O)=CC=1>C1(C)C(C)=CC=CC=1.O>[OH:8][C:5]1[CH:6]=[CH:7][C:2]([NH:1][C:9](=[O:27])[CH2:10][CH2:11][CH2:12][CH2:13][CH2:14][CH2:15][CH2:16][CH2:17][CH2:18][CH2:19][CH2:20][CH2:21][CH2:22][CH2:23][CH2:24][CH2:25][CH3:26])=[CH:3][CH:4]=1. Reactants: NC1=CC=C(C=C1)O (4-aminophenol), C(CCCCCCCCCCCCCCCCC)(=O)O (stearic acid), C1(=CC=C(C=C1)S(=O)(=O)O)C (p-toluenesulfonic acid). Conditions: temperature 110 celsius.